From a dataset of the Open Reaction Database (ORD), a public repository of structured organic reaction records. describe an organic reaction: reactants, conditions, products, and yield RXN SMILES: [CH3:1][O:2][C:3](=[O:27])[CH2:4][C:5]1([CH2:22][C:23](=[O:26])[O:24][CH3:25])[O:9][N:8]=[C:7]([C:10]2[CH:15]=[C:14]([OH:16])[CH:13]=[CH:12][C:11]=2[CH2:17][CH2:18][C:19](O)=[O:20])[CH2:6]1.[NH:28]1[CH2:33][CH2:32][CH:31]([C:34]([O:36][CH2:37][CH3:38])=[O:35])[CH2:30][CH2:29]1.CCN=C=NCCCN(C)C.C1C=CC2N(O)N=NC=2C=1>O.CN(C=O)C.C(N(CC)CC)C>[CH3:25][O:24][C:23](=[O:26])[CH2:22][C:5]1([CH2:4][C:3](=[O:27])[O:2][CH3:1])[O:9][N:8]=[C:7]([C:10]2[CH:15]=[C:14]([OH:16])[CH:13]=[CH:12][C:11]=2[CH2:17][CH2:18][C:19]([N:28]2[CH2:33][CH2:32][CH:31]([C:34]([O:36][CH2:37][CH3:38])=[O:35])[CH2:30][CH2:29]2)=[O:20])[CH2:6]1. The product is COC(CC1(CC(=NO1)C1=C(C=CC(=C1)O)CCC(=O)N1CCC(CC1)C(=O)OCC)CC(OC)=O)=O (Ethyl 1-(3-(2-(5,5-bis(2-methoxy-2-oxoethyl)-4,5-dihydro-1,2-oxazol-3-yl)-4-hydroxyphenyl)propanoyl)piperidine-4-carboxylate). Starting materials: COC(CC1(CC(=NO1)C1=C(C=CC(=C1)O)CCC(=O)O)CC(OC)=O)=O (3-(2-(5,5-bis(2-methoxy-2-oxoethyl)-4,5-dihydro-1,2-oxazol-3-yl)-4-hydroxyphenyl)propanoic acid), N1CCC(CC1)C(=O)OCC (ethyl piperidine-4-carboxylate), CCN=C=NCCCN(C)C (WSC), C=1C=CC2=C(C1)N=NN2O (HOBt). Procedure: A mixture of 3-(2-(5,5-bis(2-methoxy-2-oxoethyl)-4,5-dihydro-1,2-oxazol-3-yl)-4-hydroxyphenyl)propanoic acid (820 mg), ethyl piperidine-4-carboxylate (0.366 mL), WSC (497 mg), HOBt (350 mg), triethylamine (0.362 mL), and DMF (8 mL) was stirred overnight at room temperature. To the reaction mixture, water was added, followed by extraction with ethyl acetate. The extract was washed with brine and dried over anhydrous magnesium sulfate, and then, the solvent was distilled off under reduced pressure... Solvent: O (water), CN(C)C=O (DMF), C(C)N(CC)CC (triethylamine). Run at time 8 hour. Reactants: C[C@H]1CC[C@H](CC1)NC1=NC=C(C(=N1)OCC1CN(C1)C(=O)OC(C)(C)C)Br (tert-butyl 3-((2-(cis-4-methylcyclohexylamino)-5-bromopyrimidin-4-yloxy)methyl)azetidine-1-carboxylate), O1CCN(CC1)C1=CC=C(C=C1)B(O)O (4-morpholinophenylboronic acid). The product is C[C@H]1CC[C@H](CC1)NC1=NC=C(C(=N1)OCC1CN(C1)C(=O)OC(C)(C)C)C1=CC=C(C=C1)N1CCOCC1 (tert-butyl 3-((2-(cis-4-methylcyclohexylamino)-5-(4-morpholinophenyl)pyrimidin-4-yloxy)methyl)azetidine-1-carboxylate). Isolated yield 78.0%. RXN SMILES: [CH3:1][C@@H:2]1[CH2:7][CH2:6][C@H:5]([NH:8][C:9]2[N:14]=[C:13]([O:15][CH2:16][CH:17]3[CH2:20][N:19]([C:21]([O:23][C:24]([CH3:27])([CH3:26])[CH3:25])=[O:22])[CH2:18]3)[C:12](Br)=[CH:11][N:10]=2)[CH2:4][CH2:3]1.[O:29]1[CH2:34][CH2:33][N:32]([C:35]2[CH:40]=[CH:39][C:38](B(O)O)=[CH:37][CH:36]=2)[CH2:31][CH2:30]1>>[CH3:1][C@@H:2]1[CH2:7][CH2:6][C@H:5]([NH:8][C:9]2[N:14]=[C:13]([O:15][CH2:16][CH:17]3[CH2:20][N:19]([C:21]([O:23][C:24]([CH3:27])([CH3:26])[CH3:25])=[O:22])[CH2:18]3)[C:12]([C:38]3[CH:37]=[CH:36][C:35]([N:32]4[CH2:31][CH2:30][O:29][CH2:34][CH2:33]4)=[CH:40][CH:39]=3)=[CH:11][N:10]=2)[CH2:4][CH2:3]1. Procedure details: Using the procedure of Example 1 Step 3, tert-butyl 3-((2-(cis-4-methylcyclohexylamino)-5-bromopyrimidin-4-yloxy)methyl)azetidine-1-carboxylate was reacted with 4-morpholinophenylboronic acid to provide the title compound at 78% yield. 1H NMR (CDCl3, 400 MHz) 8.02 (s, 1H), 7.30 (d, 2H), 6.85 (d, 2H), 5.38 (sb, 1H), 4.41 (d, 2H), 4.07-3.80 (m, 3H), 4.79-3.70 (m, 5H), 3.11-3.09 (m, 4H), 2.95-2.88 (m, 2H), 1.76-1.45 (m, 6H), 1.44 (s, 9H), 1.20-1.16 (m, 3H), 0.87 (d, 3H); MS (ESI) m/z: Calc: 537.3 (... Solvent: C(C)(=O)O (acetic acid). Procedure: A suspension of enaminone 12 (2 g, 8.43 mmol) and compound benzoquinone Q-4 (910 mg, 8.43 mmol) in acetic acid was stirred at room temperature under an atmosphere of N2 for 5 h. The precipitate that formed was filtered, washed with water, and dried under high vacuum to afford compound 13 (1.2 g, 47%) as an off-white solid. TLC Rf=0.5 (petroleum ether-EtOAc, 7:3); 1H NMR (DMSO-d6) δ 9.43 (s, 1H), 8.59 (s, 1H), 7.57-7.43 (band, 4H), 7.12 (d, J=8.3 Hz, 1H), 6.86 (dd, J=9.0 Hz, 2.6 Hz, 1H), 3.87 (s,... Isolated yield 47.7%. Reaction conditions: time 5 hour. Reactants: CN(C)C=CC(=O)C1=CC(=C(C=C1)OC)OC (1-(3,4-Dimethoxy-phenyl)-3-dimethylamino-propenone), C1(C=CC(C=C1)=O)=O (benzoquinone). Yields the product COC=1C=C(C=CC1OC)C(=O)C1=COC2=C1C=C(C=C2)O ((3,4-Dimethoxy-phenyl)-(5-hydroxy-benzofuran-3-yl)-methanone). RXN SMILES: CN([CH:4]=[CH:5][C:6]([C:8]1[CH:13]=[CH:12][C:11]([O:14][CH3:15])=[C:10]([O:16][CH3:17])[CH:9]=1)=[O:7])C.[C:18]1(=[O:25])[CH:23]=[CH:22][C:21](=[O:24])[CH:20]=[CH:19]1>C(O)(=O)C>[CH3:17][O:16][C:10]1[CH:9]=[C:8]([C:6]([C:5]2[C:20]3[CH:19]=[C:18]([OH:25])[CH:23]=[CH:22][C:21]=3[O:24][CH:4]=2)=[O:7])[CH:13]=[CH:12][C:11]=1[O:14][CH3:15]. Reactants: FC1=CC=C(C=C1)C=1N=CN(C1C1=NC(=NC=C1)NC)C1CCNCC1 (4-[4-(4-fluorophenyl)-1-piperidin-4-yl-1H-imidazol-5-yl]-N-methylpyrimidin-2-amine), C8, 6,239,279 B1, CS(=O)(=O)OC(C)C1=NOC=C1 (1-Isoxazol-3-ylethyl methanesulfonate), C([O-])([O-])=O.[Cs+].[Cs+] (cesium carbonate). Solvent: C(C)#N (acetonitrile). Reported procedure: A mixture of 4-[4-(4-fluorophenyl)-1-piperidin-4-yl-1H-imidazol-5-yl]-N-methylpyrimidin-2-amine (C8, which can be prepared by the method of J. Sisko, U.S. Pat. No. 6,239,279 B1, May 29, 2001) (75 mg, 0.21 mmol), 1-isoxazol-3-ylethyl methanesulfonate (C7) (60 mg, 0.31 mmol) and cesium carbonate (139 mg, 0.43 mmol) in acetonitrile (2 mL) was heated at 70° C. for 24 hours. Removal of solvent under reduced pressure provided a residue, which was purified by silica gel chromatography (Eluants: 0%, the... As a reaction SMILES: [F:1][C:2]1[CH:7]=[CH:6][C:5]([C:8]2[N:9]=[CH:10][N:11]([CH:21]3[CH2:26][CH2:25][NH:24][CH2:23][CH2:22]3)[C:12]=2[C:13]2[CH:18]=[CH:17][N:16]=[C:15]([NH:19][CH3:20])[N:14]=2)=[CH:4][CH:3]=1.CS(O[CH:32]([C:34]1[CH:38]=[CH:37][O:36][N:35]=1)[CH3:33])(=O)=O.C(=O)([O-])[O-].[Cs+].[Cs+]>C(#N)C>[F:1][C:2]1[CH:3]=[CH:4][C:5]([C:8]2[N:9]=[CH:10][N:11]([CH:21]3[CH2:26][CH2:25][N:24]([CH:32]([C:34]4[CH:38]=[CH:37][O:36][N:35]=4)[CH3:33])[CH2:23][CH2:22]3)[C:12]=2[C:13]2[CH:18]=[CH:17][N:16]=[C:15]([NH:19][CH3:20])[N:14]=2)=[CH:6][CH:7]=1 |f:2.3.4|. Yields the product FC1=CC=C(C=C1)C=1N=CN(C1C1=NC(=NC=C1)NC)C1CCN(CC1)C(C)C1=NOC=C1 (4-{4-(4-Fluorophenyl)-1-[1-(1-isoxazol-3-ylethyl)piperidin-4-yl]-1H-imidazol-5-yl}-N-methylpyrimidin-2-amine). Starting materials: C(C1=CC=CC=C1)(=O)Cl (benzoyl chloride), BrC1=CC(=C(C=C1)OC)C (4-bromo-2-methylanisole), [Mg] (magnesium), ice water, Cl (hydrochloric acid). The solvent is O1CCCC1 (tetrahydrofuran), O1CCCC1 (tetrahydrofuran). Reaction conditions: time 0.5 hour. Product: Grignard reagent, COC1=C(C=C(C(=O)C2=CC=CC=C2)C=C1)C (4-methoxy-3-methylbenzophenone). Isolated yield 54.8%. As a reaction SMILES: Br[C:2]1[CH:7]=[CH:6][C:5]([O:8][CH3:9])=[C:4]([CH3:10])[CH:3]=1.[Mg].[C:12](Cl)(=[O:19])[C:13]1[CH:18]=[CH:17][CH:16]=[CH:15][CH:14]=1.Cl>O1CCCC1>[CH3:9][O:8][C:5]1[CH:6]=[CH:7][C:2]([C:12]([C:13]2[CH:18]=[CH:17][CH:16]=[CH:15][CH:14]=2)=[O:19])=[CH:3][C:4]=1[CH3:10]. Procedure details: The corresponding Grignard reagent was prepared from 10 g of 4-bromo-2-methylanisole and 1.21 g of magnesium shavings in 30 ml of tetrahydrofuran and was added dropwise to a solution, pre-cooled to -72°, of 7 g of benzoyl chloride in 80 ml of tetrahydrofuran. In so doing, the temperature was held at below -65°. After the dropwise addition the mixture was stirred at 20° for 0.5 hour, whereupon it was hydrolyzed with 400 ml of ice-water. The solution, acidified with dilute hydrochloric acid, was e... Starting materials: CC(=O)O, CCO, CO, CCC(CCl)N=C(C)Cl, CCC(CCl)N=C(C)Cl, O, CCC(CO)NC(C)=O. The product is CCC(CCl)NC(C)=O. RXN SMILES: [CH3:29][C:30](=[O:31])[OH:32].[CH3:33][CH2:34][OH:35].[CH3:36][OH:37].[Cl:10][CH2:11][CH:12]([N:13]=[C:14]([Cl:15])[CH3:16])[CH2:17][CH3:18].[Cl:1][CH2:2][CH:3]([CH2:4][CH3:5])[N:6]=[C:7]([CH3:8])[Cl:9].[OH2:19].[OH:20][CH2:21][CH:22]([NH:23][C:24](=[O:25])[CH3:26])[CH2:27][CH3:28]>>[Cl:1][CH2:2][CH:3]([CH2:4][CH3:5])[NH:6][C:7]([CH3:8])=[O:20]. Reactants: CO, Cl, C[N+](=O)[O-], [Na+], [OH-], O, O=Cc1ccco1. Yields the product O=[N+]([O-])C=Cc1ccco1. As a reaction SMILES: [CH3:15][OH:16].[ClH:14].[N+:8](=[O:9])([O-:10])[CH3:11].[Na+:13].[OH-:12].[OH2:17].[o:1]1[c:2]([CH:6]=[O:7])[cH:3][cH:4][cH:5]1>>[o:1]1[c:2]([CH:6]=[CH:11][N+:8](=[O:9])[O-:10])[cH:3][cH:4][cH:5]1.